From a dataset of the Open Reaction Database (ORD), a public repository of structured organic reaction records. describe an organic reaction: reactants, conditions, products, and yield Reaction SMILES: C1C2C(COC(=O)[NH:17][CH2:18][CH2:19][CH2:20][CH2:21][CH2:22][C:23]([NH:25][C@@H:26]([CH2:30][S:31][C:32]([C:45]3[CH:50]=[CH:49][CH:48]=[CH:47][CH:46]=3)([C:39]3[CH:44]=[CH:43][CH:42]=[CH:41][CH:40]=3)[C:33]3[CH:38]=[CH:37][CH:36]=[CH:35][CH:34]=3)[C:27]([NH2:29])=[O:28])=[O:24])C3C(=CC=CC=3)C=2C=CC=1.CCN(C(C)C)C(C)C>CN(C)C=O>[NH2:17][CH2:18][CH2:19][CH2:20][CH2:21][CH2:22][C:23]([NH:25][C@@H:26]([CH2:30][S:31][C:32]([C:45]1[CH:50]=[CH:49][CH:48]=[CH:47][CH:46]=1)([C:33]1[CH:38]=[CH:37][CH:36]=[CH:35][CH:34]=1)[C:39]1[CH:40]=[CH:41][CH:42]=[CH:43][CH:44]=1)[C:27]([NH2:29])=[O:28])=[O:24]. Procedure details: 678 mg (0.97 mmol) of the compound of example 20A was dissolved in 7 ml dimethyl formamide and 0.19 ml (1.94 mmol) DIEA was added. After one hour reaction time, the raw product was purified by preparative RP-HPLC on a C18 column with a water methanol gradient from 9/1 to 1/9. The product-containing fractions were combined and concentrated to dryness under reduced pressure. This gave 457 mg (0.93 mmol, 95% of theory) of the desired product. Product: NCCCCCC(=O)N[C@H](C(=O)N)CSC(C1=CC=CC=C1)(C1=CC=CC=C1)C1=CC=CC=C1 (6-Amino-N-[(2R)-1-amino-1-oxo-3-(tritylsulfanyl)propan-2-yl]hexanamide). Solvent: CN(C=O)C (dimethyl formamide). Reactants: C1=CC=CC=2C3=CC=CC=C3C(C12)COC(NCCCCCC(=O)N[C@H](C(=O)N)CSC(C1=CC=CC=C1)(C1=CC=CC=C1)C1=CC=CC=C1)=O (9H-Fluoren-9-ylmethyl-(6-{[(2R)-1-amino-1-oxo-3-(tritylsulfanyl)propan-2-yl]amino}-6-oxohexyl)carbamate), CCN(C(C)C)C(C)C (DIEA). Starting materials: C(C1=CC=CC=C1)(C1=CC=CC=C1)(C1=CC=CC=C1)NC=1SC=C(N1)C(C(=O)O)=NOC(F)F (2-(2-tritylaminothiazol-4-yl)-2-difluoromethoxyiminoacetic acid), C(C)(C)N(CC)C(C)C (diisopropylethylamine), S(=O)(=O)(C)Cl (mesyl chloride), NC1[C@@H]2N(C(=C(CS2)CCl)C(=O)OC(C2=CC=CC=C2)C2=CC=CC=C2)C1=O (benzhydryl 7-amino-3-chloromethyl-3-cephem-4-carboxylate), C[Si](NC(C)=O)(C)C (N-trimethylsilylacetamide). Solvent: O (water), CN(C=O)C (N,N-dimethylformamide), C(Cl)Cl (methylene chloride). Reaction conditions: temperature -30 celsius, time 30 minute. The product is C(C1=CC=CC=C1)(C1=CC=CC=C1)(C1=CC=CC=C1)NC=1SC=C(N1)C(C(=O)NC1[C@@H]2N(C(=C(CS2)CCl)C(=O)OC(C2=CC=CC=C2)C2=CC=CC=C2)C1=O)=NOC(F)F (benzhydryl 7-[2-(2-tritylaminothiazol-4-yl)- 2-difluoromethoxyiminoacetamido]-3-chloromethyl-3-cephem-4-carboxylate). The yield is 105.8%. As a reaction SMILES: [C:1]([NH:20][C:21]1[S:22][CH:23]=[C:24]([C:26](=[N:30][O:31][CH:32]([F:34])[F:33])[C:27](O)=[O:28])[N:25]=1)([C:14]1[CH:19]=[CH:18][CH:17]=[CH:16][CH:15]=1)([C:8]1[CH:13]=[CH:12][CH:11]=[CH:10][CH:9]=1)[C:2]1[CH:7]=[CH:6][CH:5]=[CH:4][CH:3]=1.C(N(C(C)C)CC)(C)C.S(Cl)(C)(=O)=O.[NH2:49][CH:50]1[C:75](=[O:76])[N:52]2[C:53]([C:59]([O:61][CH:62]([C:69]3[CH:74]=[CH:73][CH:72]=[CH:71][CH:70]=3)[C:63]3[CH:68]=[CH:67][CH:66]=[CH:65][CH:64]=3)=[O:60])=[C:54]([CH2:57][Cl:58])[CH2:55][S:56][C@H:51]12.C[Si](C)(C)NC(=O)C>CN(C)C=O.C(Cl)Cl.O>[C:1]([NH:20][C:21]1[S:22][CH:23]=[C:24]([C:26](=[N:30][O:31][CH:32]([F:33])[F:34])[C:27]([NH:49][CH:50]2[C:75](=[O:76])[N:52]3[C:53]([C:59]([O:61][CH:62]([C:63]4[CH:68]=[CH:67][CH:66]=[CH:65][CH:64]=4)[C:69]4[CH:70]=[CH:71][CH:72]=[CH:73][CH:74]=4)=[O:60])=[C:54]([CH2:57][Cl:58])[CH2:55][S:56][C@H:51]23)=[O:28])[N:25]=1)([C:14]1[CH:19]=[CH:18][CH:17]=[CH:16][CH:15]=1)([C:8]1[CH:13]=[CH:12][CH:11]=[CH:10][CH:9]=1)[C:2]1[CH:7]=[CH:6][CH:5]=[CH:4][CH:3]=1. Procedure details: A mixture of 2-(2-tritylaminothiazol-4-yl)-2-difluoromethoxyiminoacetic acid (syn isomer) (2.4 g) and diisopropylethylamine (1.29 g) in N,N-dimethylformamide (35 ml) was cooled to -30° C. and mesyl chloride (1.15 g) was added dropwise thereto. The mixture was stirred at -20° to -30° C. for 30 minutes to give an activated acid solution. On the other hand, a mixture of benzhydryl 7-amino-3-chloromethyl-3-cephem-4-carboxylate (2.18 g) and N-trimethylsilylacetamide (5.25 g) in methylene chloride (20...